This data is from the Open Reaction Database (ORD), a public repository of structured organic reaction records. The task is: describe an organic reaction: reactants, conditions, products, and yield Starting materials: Cc1oc(-c2ccccc2)nc1CCOc1ccc(CCC(=O)O)cc1, NC(N)=O, O=S(Cl)Cl. Product: Cc1oc(-c2ccccc2)nc1CCOc1ccc(CCC(=O)NC(N)=O)cc1. Reaction SMILES: [CH3:1][c:2]1[c:3]([CH2:13][CH2:14][O:15][c:16]2[cH:17][cH:18][c:19]([CH2:22][CH2:23][C:24](=[O:25])[OH:26])[cH:20][cH:21]2)[n:4][c:5](-[c:7]2[cH:8][cH:9][cH:10][cH:11][cH:12]2)[o:6]1.[NH2:31][C:32]([NH2:33])=[O:34].[S:27]([Cl:28])([Cl:29])=[O:30]>>[CH3:1][c:2]1[c:3]([CH2:13][CH2:14][O:15][c:16]2[cH:17][cH:18][c:19]([CH2:22][CH2:23][C:24](=[O:25])[NH:31][C:32]([NH2:33])=[O:34])[cH:20][cH:21]2)[n:4][c:5](-[c:7]2[cH:8][cH:9][cH:10][cH:11][cH:12]2)[o:6]1. The reactants are CC1=CC(=C(C(N1CC(=O)OC)=O)[N+](=O)[O-])OS(=O)(=O)C(F)(F)F (methyl 6-methyl-3-nitro-2-oxo-4-[[(trifluoromethyl)sulphonyl]oxy]-1,2-dihydropyridine-1-acetate), CC(C)(C)C1=CC=C(C=C1)CBr (4-(1,1-dimethylethyl)phenylmethyl bromide). Product: CC(C)(C)C1=CC=C(C=C1)CC1=C(CN(C(=C1)C)CC(=O)OC)[N+](=O)[O-] (Methyl 4-[[4-(1,1-dimethylethyl)phenyl]methyl]-6-methyl-3-nitro-1,2-dihydropyridine-1-acetate). Yield: 72.9%. RXN SMILES: [CH3:1][C:2]1[N:7]([CH2:8][C:9]([O:11][CH3:12])=[O:10])[C:6](=O)[C:5]([N+:14]([O-:16])=[O:15])=[C:4](OS(C(F)(F)F)(=O)=O)[CH:3]=1.[CH3:25][C:26]([C:29]1[CH:34]=[CH:33][C:32]([CH2:35]Br)=[CH:31][CH:30]=1)([CH3:28])[CH3:27]>>[CH3:28][C:26]([C:29]1[CH:30]=[CH:31][C:32]([CH2:35][C:4]2[CH:3]=[C:2]([CH3:1])[N:7]([CH2:8][C:9]([O:11][CH3:12])=[O:10])[CH2:6][C:5]=2[N+:14]([O-:16])=[O:15])=[CH:33][CH:34]=1)([CH3:25])[CH3:27]. Reported procedure: This compound is prepared from 5 g (13.4 mmol) of methyl 6-methyl-3-nitro-2-oxo-4-[[(trifluoromethyl)sulphonyl]oxy]-1,2-dihydropyridine-1-acetate and 4.54 g (20 mmol) of 4-(1,1-dimethylethyl)phenylmethyl bromide according to the method described in 1.5. 3.5 g of product are obtained in the form of yellow crystals. Starting materials: CN(C)C=O, O=C=NCCCl, Nc1ccncc1, O. Yields the product O=C(NCCCl)Nc1ccncc1. Reaction SMILES: [CH3:15][N:16]([CH3:17])[CH:18]=[O:19].[Cl:8][CH2:9][CH2:10][N:11]=[C:12]=[O:13].[NH2:1][c:2]1[cH:3][cH:4][n:5][cH:6][cH:7]1.[OH2:14]>>[NH:1]([c:2]1[cH:3][cH:4][n:5][cH:6][cH:7]1)[C:12]([NH:11][CH2:10][CH2:9][Cl:8])=[O:13]. The reactants are C[Si](C)(C)Cl (TMSCl), BrCC(=O)OCC (Ethyl 2-bromoacetate), FC1=C(C=O)C(=CC(=C1)OC1OCCCC1)B1OC(C(O1)(C)C)(C)C (2-fluoro-4-(tetrahydro-2H-pyran-2-yloxy)-6-(4,4,5,5-tetramethyl-1,3,2-dioxaborolan-2-yl)benzaldehyde). Reagents/catalysts: [Zn] (zinc). The solvent is C1CCOC1 (THF), C1CCOC1 (THF). Conditions: temperature 55 celsius, time 15 minute. Yields the product C(C)OC(CC1C2=C(B(O1)O)C=C(C=C2F)OC2OCCCC2)=O (Ethyl-2-(4-fluoro-1-hydroxy-6-(tetrahydro-2H-pyran-2-yloxy)-1,3-dihydrobenzo[c][1,2]oxaborol-3-yl)acetate). The yield is 87.9%. Reaction SMILES: C[Si](Cl)(C)C.Br[CH2:7][C:8]([O:10][CH2:11][CH3:12])=[O:9].[F:13][C:14]1[CH:21]=[C:20]([O:22][CH:23]2[CH2:28][CH2:27][CH2:26][CH2:25][O:24]2)[CH:19]=[C:18]([B:29]2[O:33][C:32](C)(C)C(C)(C)[O:30]2)[C:15]=1C=O>C1COCC1.[Zn]>[CH2:11]([O:10][C:8](=[O:9])[CH2:7][CH:32]1[O:33][B:29]([OH:30])[C:18]2[CH:19]=[C:20]([O:22][CH:23]3[CH2:28][CH2:27][CH2:26][CH2:25][O:24]3)[CH:21]=[C:14]([F:13])[C:15]1=2)[CH3:12]. Procedure: To a mixture of zinc powder (0.98 g, 15.0 mmol) in anhydrous THF (30 mL) was added TMSCl (0.39 mL, 3.0 mmol) at 40° C. The resulting mixture was stirred at 55° C. for 15 min and then cooled to 37° C. Ethyl 2-bromoacetate (1.35 mL, 12.0 mmol) was added at 37° C. and the reaction mixture was stirred at this temperature for 30 min. To a solution of 2-fluoro-4-(tetrahydro-2H-pyran-2-yloxy)-6-(4,4,5,5-tetramethyl-1,3,2-dioxaborolan-2-yl)benzaldehyde (1.05 g, 3.0 mmol) in anhydrous THF (40 mL) was add...